This data is from the Open Reaction Database (ORD), a public repository of structured organic reaction records. The task is: describe an organic reaction: reactants, conditions, products, and yield The reactants are C(C)C=1C=C(C(N2C=CC(=CC12)N1CC(NCC1)C)=O)C(=O)OCC (ethyl 1-ethyl-8-(3-methyl-1-piperazinyl)-4H-quinolizin-4-one-3-carboxylate), [OH-].[Na+] (sodium hydroxide), Cl (hydrochloric acid). Run in C1CCOC1 (THF). Conditions: temperature 65 celsius, time 3 hour. The product is Cl.C(C)C=1C=C(C(N2C=CC(=CC12)N1CC(NCC1)C)=O)C(=O)O (1-Ethyl-8-(3-methyl-1-piperazinyl)-4H-quinolizin-4-one-3-carboxylic acid hydrochloride). Isolated yield 55.0%. RXN SMILES: [CH2:1]([C:3]1[CH:4]=[C:5]([C:21]([O:23]CC)=[O:22])[C:6](=[O:20])[N:7]2[C:12]=1[CH:11]=[C:10]([N:13]1[CH2:18][CH2:17][NH:16][CH:15]([CH3:19])[CH2:14]1)[CH:9]=[CH:8]2)[CH3:2].[OH-].[Na+].[ClH:28]>C1COCC1>[ClH:28].[CH2:1]([C:3]1[CH:4]=[C:5]([C:21]([OH:23])=[O:22])[C:6](=[O:20])[N:7]2[C:12]=1[CH:11]=[C:10]([N:13]1[CH2:18][CH2:17][NH:16][CH:15]([CH3:19])[CH2:14]1)[CH:9]=[CH:8]2)[CH3:2] |f:1.2,5.6|. Procedure: To a suspension of 0.686 g (2 mmol) of ethyl 1-ethyl-8-(3-methyl-1-piperazinyl)-4H-quinolizin-4-one-3-carboxylate, from Step 1, in 8 mL of THF was added 8.0 mL of a 1.0N aqueous sodium hydroxide solution and the reaction mixture was heated, with stirring, at 65° C. for 3 hours. The THF was removed from the reaction mixture by distillation during the reaction. The concentrated reaction mixture was cooled to ambient temperature and adjusted to pH 1-2 with 16 mL of 1N aqueous hydrochloric acid solu...